Dataset: the Open Reaction Database (ORD), a public repository of structured organic reaction records. Task: describe an organic reaction: reactants, conditions, products, and yield Reactants: [Cl-].[Al+3].[Cl-].[Cl-] (aluminum chloride), CN(C1=CC=CC=C1)C (N,N-dimethylaniline), CN(C1=CC=C(C=C1)C1OC(=O)C2=CC(=CC=C12)N(C)C)C (3-(4-dimethylaminophenyl)-6-dimethylaminophthalide). The reagents and catalysts are [Cl-].[Zn+2].[Cl-] (zinc chloride). Product: CN(C1=CC=C(C(C2=CC=C(C=C2)N(C)C)C2=C(C(=O)O)C=C(C=C2)N(C)C)C=C1)C (2-[4,4'-bis(dimethylamino)-benzhydryl]-5-dimethylaminobenzoic acid). Reaction SMILES: [Cl-].[Al+3].[Cl-].[Cl-].[CH3:5][N:6]([CH3:13])[C:7]1[CH:12]=[CH:11][CH:10]=[CH:9][CH:8]=1.[CH3:14][N:15]([CH3:35])[C:16]1[CH:21]=[CH:20][C:19]([CH:22]2[C:31]3[C:26](=[CH:27][C:28]([N:32]([CH3:34])[CH3:33])=[CH:29][CH:30]=3)[C:24](=[O:25])[O:23]2)=[CH:18][CH:17]=1>[Cl-].[Zn+2].[Cl-]>[CH3:5][N:6]([CH3:13])[C:7]1[CH:12]=[CH:11][C:10]([CH:22]([C:31]2[CH:30]=[CH:29][C:28]([N:32]([CH3:33])[CH3:34])=[CH:27][C:26]=2[C:24]([OH:25])=[O:23])[C:19]2[CH:18]=[CH:17][C:16]([N:15]([CH3:14])[CH3:35])=[CH:21][CH:20]=2)=[CH:9][CH:8]=1 |f:0.1.2.3,6.7.8|. Reported procedure: Proceeding in a manner similar to that described in part A above, but replacing the anhydrous zinc chloride with 9.3 g of anhydrous aluminum chloride, 70.0 ml of N,N-dimethylaniline and 14.9 g of 3-(4-dimethylaminophenyl)-6-dimethylaminophthalide, prepared as described in Example 1, part A above were interacted to obtain 16.1 g of 2-[4,4'-bis(dimethylamino)-benzhydryl]-5-dimethylaminobenzoic acid, a light blue powder which melted at 209°-213° C. The reactants are ClCC1=NC2=CC(=C(C=C2C(=N1)C1=CC(=C(C=C1)OC)OC)OC)OC (2-chloromethyl-6,7-dimethoxy-4-(3,4-dimethoxyphenyl)quinazoline), SCCO (2-mercaptoethanol), C([O-])([O-])=O.[K+].[K+] (potassium carbonate), CN(C=O)C (N,N-dimethylformamide). Run in O (water). Reaction conditions: time 2 hour. Product: COC=1C=C2C(=NC(=NC2=CC1OC)CSCCO)C1=CC(=C(C=C1)OC)OC (6,7-dimethoxy-4-(3,4-dimethoxyphenyl)-2-[(2-hydroxyethylthio)methyl]quinazoline). The yield is 82.0%. RXN SMILES: Cl[CH2:2][C:3]1[N:12]=[C:11]([C:13]2[CH:18]=[CH:17][C:16]([O:19][CH3:20])=[C:15]([O:21][CH3:22])[CH:14]=2)[C:10]2[C:5](=[CH:6][C:7]([O:25][CH3:26])=[C:8]([O:23][CH3:24])[CH:9]=2)[N:4]=1.[SH:27][CH2:28][CH2:29][OH:30].C(=O)([O-])[O-].[K+].[K+].CN(C)C=O>O>[CH3:24][O:23][C:8]1[CH:9]=[C:10]2[C:5](=[CH:6][C:7]=1[O:25][CH3:26])[N:4]=[C:3]([CH2:2][S:27][CH2:28][CH2:29][OH:30])[N:12]=[C:11]2[C:13]1[CH:18]=[CH:17][C:16]([O:19][CH3:20])=[C:15]([O:21][CH3:22])[CH:14]=1 |f:2.3.4|. Procedure: A mixture of 2-chloromethyl-6,7-dimethoxy-4-(3,4-dimethoxyphenyl)quinazoline (4.5 9), 2-mercaptoethanol (1.13 g), potassium carbonate (2.8 9) and N,N-dimethylformamide (50 ml) was stirred at room temperature for 2 hours. The reaction mixture was poured into water and extracted with ethyl acetate. The ethyl acetate layer was washed with water and dried (MgSO4). The solvent was distilled off to obtain 6,7-dimethoxy-4-(3,4-dimethoxyphenyl)-2-[(2-hydroxyethylthio)methyl]quinazoline (4.1 g, 82%), and...